From a dataset of the Open Reaction Database (ORD), a public repository of structured organic reaction records. describe an organic reaction: reactants, conditions, products, and yield Conditions: time 18 hour. Yields the product C1(=CC=CC=C1)C=1C2=C(NN1)C1=CC=CC=C1C2 (3-phenyl-1,4-dihydroindeno[1,2-c]pyrazole). Starting materials: C(C1=CC=CC=C1)=C1C(C2=CC=CC=C2C1)=O (2-benzylidene-indan-1-one), C1(=CC=C(C=C1)S(=O)(=O)NN)C (p-toluenesulphonyl hydrazine), O.C1(=CC=C(C=C1)S(=O)(=O)O)C (p-toluenesulphonic acid hydrate). Procedure details: A mixture of 2-benzylidene-indan-1-one (3.99 g), p-toluenesulphonyl hydrazine (4.0 g), p-toluenesulphonic acid hydrate (0.7 g) and ethanol (60 ml) was boiled under reflux for 1.5 hours and then left to stand for 18 hours at ambient temperature. The mixture was boiled under reflux for a further 74 hours and then left to stand at ambient temperature for 74 hours. The solvent was removed under reduced pressure and the residue was partitioned between dichloromethane (100 ml) and 2M sodium hydroxide ... Solvent: C(C)O (ethanol). RXN SMILES: [CH:1](=[C:8]1[CH2:16][C:15]2[C:10](=[CH:11][CH:12]=[CH:13][CH:14]=2)[C:9]1=O)[C:2]1[CH:7]=[CH:6][CH:5]=[CH:4][CH:3]=1.C1(C)C=CC(S([NH:27][NH2:28])(=O)=O)=CC=1.O.C1(C)C=CC(S(O)(=O)=O)=CC=1>C(O)C>[C:2]1([C:1]2[C:8]3[CH2:16][C:15]4[C:10](=[CH:11][CH:12]=[CH:13][CH:14]=4)[C:9]=3[NH:27][N:28]=2)[CH:7]=[CH:6][CH:5]=[CH:4][CH:3]=1 |f:2.3|.